Dataset: the Open Reaction Database (ORD), a public repository of structured organic reaction records. Task: describe an organic reaction: reactants, conditions, products, and yield Reactants: IC1=CC=C2C(CSCC2=C1)=O (7-iodo-isothiochroman-4-one), CN(C)C=O (DMF). Reagents/catalysts: [C-]#N.[C-]#N.[Zn+2] (Zn(CN)2), C=1C=CC(=CC1)[P](C=2C=CC=CC2)(C=3C=CC=CC3)[Pd]([P](C=4C=CC=CC4)(C=5C=CC=CC5)C=6C=CC=CC6)([P](C=7C=CC=CC7)(C=8C=CC=CC8)C=9C=CC=CC9)[P](C=1C=CC=CC1)(C=1C=CC=CC1)C=1C=CC=CC1 (Pd(PPh3)4). Conditions: temperature 95 celsius. Product: O=C1CSCC2=CC(=CC=C12)C#N (4-oxo-isothiochroman-7-carbonitrile). As a reaction SMILES: I[C:2]1[CH:11]=[C:10]2[C:5]([C:6](=[O:12])[CH2:7][S:8][CH2:9]2)=[CH:4][CH:3]=1.[CH3:13][N:14](C=O)C>[C-]#N.[C-]#N.[Zn+2].C1C=CC([P]([Pd]([P](C2C=CC=CC=2)(C2C=CC=CC=2)C2C=CC=CC=2)([P](C2C=CC=CC=2)(C2C=CC=CC=2)C2C=CC=CC=2)[P](C2C=CC=CC=2)(C2C=CC=CC=2)C2C=CC=CC=2)(C2C=CC=CC=2)C2C=CC=CC=2)=CC=1>[O:12]=[C:6]1[C:5]2[C:10](=[CH:11][C:2]([C:13]#[N:14])=[CH:3][CH:4]=2)[CH2:9][S:8][CH2:7]1 |f:2.3.4,^1:26,28,47,66|. Procedure details: To a solution of 7-iodo-isothiochroman-4-one (290 mg, 1.0 mmol) in DMF (5 mL) is added Zn(CN)2 (117 mg, 1.0 mmol) and Pd(PPh3)4 (124 mg, 0.1 mmol). The reaction is then heated to 95° C. for 3 hours, at which time it is cooled to room temperature and concentrated to dryness. The resulting residue is purified by silica gel flash chromatography (ethyl acetate-dichloromethane, 1:10 to 3:10) to furnish 4-oxo-isothiochroman-7-carbonitrile; MS: (ESI) m/z 188.2 (M−H)−.